Dataset: the Open Reaction Database (ORD), a public repository of structured organic reaction records. Task: describe an organic reaction: reactants, conditions, products, and yield Reactants: O=C([O-])[O-], CC(C)(C)[Si](C)(C)OCCNCCO[Si](C)(C)C(C)(C)C, ClCCl, [K+], [K+]. Product: CC(C)(C)[Si](C)(C)OCCN(CCO[Si](C)(C)C(C)(C)C)C(=O)CCl. Reaction SMILES: [C:1]([O-:2])([O-:3])=[O:4].[C:7]([CH3:8])([CH3:9])([CH3:10])[Si:11]([O:12][CH2:13][CH2:14][NH:15][CH2:16][CH2:17][O:18][Si:19]([C:20]([CH3:21])([CH3:22])[CH3:23])([CH3:24])[CH3:25])([CH3:26])[CH3:27].[Cl:28][CH2:29][Cl:30].[K+:5].[K+:6]>>[C:1](=[O:4])([N:15]([CH2:14][CH2:13][O:12][Si:11]([C:7]([CH3:8])([CH3:9])[CH3:10])([CH3:26])[CH3:27])[CH2:16][CH2:17][O:18][Si:19]([C:20]([CH3:21])([CH3:22])[CH3:23])([CH3:24])[CH3:25])[CH2:29][Cl:28]. Starting materials: FC(C(C(C(C(F)(F)F)(F)F)F)F)(F)F (1,1,1,2,3,4,4,5,5,5-decafluoropentane), C([O-])([O-])=O.[K+].[K+] (potassium carbonate). Run at temperature 30 celsius, time 10 hour. The product is FC(C(CC(C(F)(F)F)(F)F)F)(F)F (1,1,1,2,4,4,5,5,5-nonafluoropentane). Reaction SMILES: [F:1][C:2]([F:15])([F:14])[CH:3]([F:13])[CH:4](F)[C:5]([F:11])([F:10])[C:6]([F:9])([F:8])[F:7].C(=O)([O-])[O-].[K+].[K+]>>[F:1][C:2]([F:14])([F:15])[CH:3]([F:13])[CH2:4][C:5]([F:11])([F:10])[C:6]([F:7])([F:9])[F:8] |f:1.2.3|. Procedure: To 1,1,1,2,3,4,4,5,5,5-decafluoropentane (at a purity of 99.9%, 20 g, 79.4 mmol) was added 100 ml of an aqueous 4M potassium carbonate solution; and the resulting mixture was agitated at 30° C. for 10 hours. The reaction solution was separated into two layers; and the organic layer was again charged, together with 5% palladium carbon (0.55 g) and 0.33 g of tridecane, in a 70-ml autoclave, for hydrogenation at 50 ° C. under a hydrogen pressure of 6 kg/cm2. When hydrogen absorption was ceased 15 h...